The task is: describe an organic reaction: reactants, conditions, products, and yield. This data is from the Open Reaction Database (ORD), a public repository of structured organic reaction records. Reactants: Cl.N[C@H]1CC[C@H](CC1)NC(=O)C1=C(NC=2C1=NC=CC2C2=C(C=C(C(=C2)OC)F)OCC2CC2)C (N-(cis-4-aminocyclohexyl)-7-[2-(cyclopropylmethoxy)-4-fluoro-5-methoxyphenyl]-2-methyl-1H-pyrrolo[3,2-b]pyridine-3-carboxamide hydrochloride), C(C)(=O)Cl (acetyl chloride). Yields the product C(C)(=O)N[C@H]1CC[C@H](CC1)NC(=O)C1=C(NC=2C1=NC=CC2C2=C(C=C(C(=C2)OC)F)OCC2CC2)C (N-[cis-4-(Acetylamino)cyclohexyl]-7-[2-(cyclopropylmethoxy)-4-fluoro-5-methoxyphenyl]-2-methyl-1H-pyrrolo[3,2-b]pyridine-3-carboxamide). As a reaction SMILES: Cl.[NH2:2][C@@H:3]1[CH2:8][CH2:7][C@H:6]([NH:9][C:10]([C:12]2[C:16]3=[N:17][CH:18]=[CH:19][C:20]([C:21]4[CH:26]=[C:25]([O:27][CH3:28])[C:24]([F:29])=[CH:23][C:22]=4[O:30][CH2:31][CH:32]4[CH2:34][CH2:33]4)=[C:15]3[NH:14][C:13]=2[CH3:35])=[O:11])[CH2:5][CH2:4]1.[C:36](Cl)(=[O:38])[CH3:37]>>[C:36]([NH:2][C@@H:3]1[CH2:8][CH2:7][C@H:6]([NH:9][C:10]([C:12]2[C:16]3=[N:17][CH:18]=[CH:19][C:20]([C:21]4[CH:26]=[C:25]([O:27][CH3:28])[C:24]([F:29])=[CH:23][C:22]=4[O:30][CH2:31][CH:32]4[CH2:33][CH2:34]4)=[C:15]3[NH:14][C:13]=2[CH3:35])=[O:11])[CH2:5][CH2:4]1)(=[O:38])[CH3:37] |f:0.1|. Reported procedure: Starting from N-(cis-4-aminocyclohexyl)-7-[2-(cyclopropylmethoxy)-4-fluoro-5-methoxyphenyl]-2-methyl-1H-pyrrolo[3,2-b]pyridine-3-carboxamide hydrochloride (example D.f23) and commercially available acetyl chloride the title compound is obtained as colorless solid. The reactants are O[C@H]1[C@@H]([C@@H]2[C@@H](OC(CCC\C=C/C2)=O)C1)\C=C\[C@H](COC1=CC(=CC=C1)C(F)(F)F)O ((8aR,9R,10R,11aS,Z)-10-hydroxy-9-((R,E)-3-hydroxy-4-(3-(trifluoromethyl)phenoxy)but-1-en-1-yl)-4,5,8,8a,9,10,11,11a-octahydrocyclopenta[b]oxecin-2(3H)-one), [OH-].[K+] (potassium hydroxide), Cl (hydrochloric acid). The solvent is CC(C)O (2-propanol). Reaction conditions: temperature 50 celsius, time 2 hour. Product: O[C@H]1[C@@H]([C@H]([C@H](C1)O)C\C=C/CCCC(=O)O)\C=C\[C@H](COC1=CC(=CC=C1)C(F)(F)F)O ((Z)-7-((1R,2R,3R,5S)-3,5-dihydroxy-2-((R,E)-3-hydroxy-4-(3-(trifluoromethyl)phenoxy)but-1-en-1-yl)cyclopentyl)hept-5-enoic acid). As a reaction SMILES: [OH:1][C@@H:2]1[CH2:15][C@@H:5]2[O:6][C:7](=[O:14])[CH2:8][CH2:9][CH2:10][CH:11]=[CH:12][CH2:13][C@@H:4]2[C@H:3]1/[CH:16]=[CH:17]/[C@@H:18]([OH:31])[CH2:19][O:20][C:21]1[CH:26]=[CH:25][CH:24]=[C:23]([C:27]([F:30])([F:29])[F:28])[CH:22]=1.[OH-:32].[K+].Cl>CC(O)C>[OH:1][C@@H:2]1[CH2:15][C@H:5]([OH:6])[C@H:4]([CH2:13]/[CH:12]=[CH:11]\[CH2:10][CH2:9][CH2:8][C:7]([OH:32])=[O:14])[C@H:3]1/[CH:16]=[CH:17]/[C@@H:18]([OH:31])[CH2:19][O:20][C:21]1[CH:26]=[CH:25][CH:24]=[C:23]([C:27]([F:30])([F:28])[F:29])[CH:22]=1 |f:1.2|. Procedure details: A solution of (8aR,9R,10R,11aS,Z)-10-hydroxy-9-((R,E)-3-hydroxy-4-(3-(trifluoromethyl)phenoxy) but-1-en-1-yl)-4,5,8,8a,9,10,11,11a-octahydrocyclopenta[b]oxecin-2(3H)-one (3.0 g from Example 8) in 2-propanol (25 mL) was treated with 3N potassium hydroxide aqueous solution (6.8 mL). This mixture was stirred at 50° C. for 2 hr. The reaction mixture was cooled and further adjusted with 3N hydrochloric acid aqueous solution to a pH of 8.5±0.2, and most of the solvent was removed under reduced pressur... Reactants: NC1=NC=C(N=C1)Br (2-amino-5-bromopyrazine), C(C)(C)N(C(C)C)CC (N,N-diisopropylethylamine), [Cl-].[Li+] (lithium chloride), C(CCC)[Sn](C=1OC=CC1)(CCCC)CCCC (2-(tributylstannyl)furan), [F-].[K+] (potassium fluoride). The reagents and catalysts are C=1C=CC(=CC1)[P](C=2C=CC=CC2)(C=3C=CC=CC3)[Pd]([P](C=4C=CC=CC4)(C=5C=CC=CC5)C=6C=CC=CC6)([P](C=7C=CC=CC7)(C=8C=CC=CC8)C=9C=CC=CC9)[P](C=1C=CC=CC1)(C=1C=CC=CC1)C=1C=CC=CC1 (tetrakis(triphenylphosphine)palladium(0)). Solvent: C(Cl)Cl (methylene chloride), CN(C=O)C (N,N-dimethylformamide). Run at temperature 120 celsius, time 16 hour. Product: 40S, O1C(=CC=C1)C=1N=CC(=NC1)N (5-furan-2-yl-pyrazin-2-ylamine). The yield is 77.0%. As a reaction SMILES: [NH2:1][C:2]1[CH:7]=[N:6][C:5](Br)=[CH:4][N:3]=1.C(N(CC)C(C)C)(C)C.[Cl-].[Li+].C([Sn](CCCC)(CCCC)[C:25]1[O:26][CH:27]=[CH:28][CH:29]=1)CCC.[F-].[K+]>CN(C)C=O.C(Cl)Cl.C1C=CC([P]([Pd]([P](C2C=CC=CC=2)(C2C=CC=CC=2)C2C=CC=CC=2)([P](C2C=CC=CC=2)(C2C=CC=CC=2)C2C=CC=CC=2)[P](C2C=CC=CC=2)(C2C=CC=CC=2)C2C=CC=CC=2)(C2C=CC=CC=2)C2C=CC=CC=2)=CC=1>[O:26]1[CH:27]=[CH:28][CH:29]=[C:25]1[C:5]1[N:6]=[CH:7][C:2]([NH2:1])=[N:3][CH:4]=1 |f:2.3,5.6,^1:51,53,72,91|. Procedure details: A solution of 2-amino-5-bromopyrazine (500 mg, 2.87 mmol) in N,N-dimethylformamide (15 mL) was treated with tetrakis(triphenylphosphine)palladium(0) (66 mg, 0.06 mmol), N,N-diisopropylethylamine (1.25 mL, 7.18 mmol), lithium chloride (426 mg, 10.06 mmol), and 2-(tributylstannyl)furan (905 μL, 2.87 mmol). The resulting reaction mixture was heated at 120° C. for 4 h. After such time, the reaction was cooled to 25° C., treated with a saturated aqueous potassium fluoride solution (10 mL), and then s... The reactants are Cc1c(Nc2ccc(I)cc2F)c(NS(=O)(=O)C2(CC(O)CO)CC2)c2n(c1=O)CCN2C(=O)OC(C)(C)C, C1CCOC1, Cl. Yields the product Cc1c(Nc2ccc(I)cc2F)c(NS(=O)(=O)C2(CC(O)CO)CC2)c2n(c1=O)CCN2. As a reaction SMILES: [C:2]([O:3][C:4](=[O:5])[N:9]1[CH2:10][CH2:11][n:12]2[c:13]1[c:14]([NH:29][S:30](=[O:31])(=[O:32])[C:33]1([CH2:36][CH:37]([CH2:38][OH:39])[OH:40])[CH2:34][CH2:35]1)[c:15]([NH:20][c:21]1[c:22]([F:28])[cH:23][c:24]([I:27])[cH:25][cH:26]1)[c:16]([CH3:19])[c:17]2=[O:18])([CH3:6])([CH3:7])[CH3:8].[CH2:41]1[O:42][CH2:43][CH2:44][CH2:45]1.[ClH:1]>>[NH:9]1[CH2:10][CH2:11][n:12]2[c:13]1[c:14]([NH:29][S:30](=[O:31])(=[O:32])[C:33]1([CH2:36][CH:37]([CH2:38][OH:39])[OH:40])[CH2:34][CH2:35]1)[c:15]([NH:20][c:21]1[c:22]([F:28])[cH:23][c:24]([I:27])[cH:25][cH:26]1)[c:16]([CH3:19])[c:17]2=[O:18]. Reactants: C(CC(=O)OCC)(=O)OCC (Diethyl malonate), [H-].[Na+] (sodium hydride), ice water, FC(S(=O)(=O)OC=1C=C2CC(C(C2=C(C1Cl)Cl)=O)(C)CC1CCCC1)(F)F (6,7-dichloro-2-cyclopentylmethyl-2,3-dihydro-2-methyl-1-oxo-1H-inden-5-yl trifluoromethanesulfonate). Solvent: CN(C=O)C (dimethylformamide), C1(=CC=CC=C1)C (toluene). Reaction conditions: time 1 hour. Product: ClC1=C(C=C2CC(C(C2=C1Cl)=O)(C)CC1CCCC1)CC(=O)O ((6,7-dichloro-2-cyclopentylmethyl-2,3-dihydro-2-methyl-1-oxo-1H-inden-5-yl)acetic acid). Yield: 62.0%. Reaction SMILES: [C:1]([O:9]CC)(=[O:8])[CH2:2][C:3](OCC)=O.[H-].[Na+].FC(F)(F)S(OC1[CH:21]=[C:22]2[C:26](=[C:27]([Cl:30])[C:28]=1[Cl:29])[C:25](=[O:31])[C:24]([CH2:33][CH:34]1[CH2:38][CH2:37][CH2:36][CH2:35]1)([CH3:32])[CH2:23]2)(=O)=O>CN(C)C=O.C1(C)C=CC=CC=1>[Cl:29][C:28]1[C:27]([Cl:30])=[C:26]2[C:22]([CH2:23][C:24]([CH2:33][CH:34]3[CH2:35][CH2:36][CH2:37][CH2:38]3)([CH3:32])[C:25]2=[O:31])=[CH:21][C:3]=1[CH2:2][C:1]([OH:9])=[O:8] |f:1.2|. Procedure details: Diethyl malonate (18.3 g., 0.114 mole) is added with stirring under nitrogen at 10°-15° C. to a suspension of sodium hydride (56% in mineral oil, 4.89 g., 0.114 mole) in dry dimethylformamide (85 ml.). The reaction mixture is stirred for 1 hour at room temperature, cooled to 5° C. and then 6,7-dichloro-2-cyclopentylmethyl-2,3-dihydro-2-methyl-1-oxo-1H-inden-5-yl trifluoromethanesulfonate (18.8 g., 0.0426 mole dissolved in dry toluene (20 ml.) is added over 1 hour at 5°-7° C. After stirring at ro... Starting materials: Cl (HCl), [OH-].[Na+] (NaOH), Cl.C(=O)(OCC1=CC=CC=C1)NCCC[C@@H](N)C(=O)O ((R)-N5 -(Cbz)-ornithine hydrochloride), C1(=CC=CC=C1)C(C(=O)Cl)C1=CC=CC=C1 (diphenylacetyl chloride). Run in C1CCOC1 (THF). Run at time 3 hour. Product: C(=O)(OCC1=CC=CC=C1)NCCC[C@@H](NC(C(C1=CC=CC=C1)C1=CC=CC=C1)=O)C(=O)O ((R)-N5 -(Cbz)-N2 -(diphenylacetyl)-ornithine). The yield is 91.2%. As a reaction SMILES: [OH-].[Na+].Cl.[C:4]([NH:14][CH2:15][CH2:16][CH2:17][C@H:18]([C:20]([OH:22])=[O:21])[NH2:19])([O:6][CH2:7][C:8]1[CH:13]=[CH:12][CH:11]=[CH:10][CH:9]=1)=[O:5].[C:23]1([CH:29]([C:33]2[CH:38]=[CH:37][CH:36]=[CH:35][CH:34]=2)[C:30](Cl)=[O:31])[CH:28]=[CH:27][CH:26]=[CH:25][CH:24]=1.Cl>C1COCC1>[C:4]([NH:14][CH2:15][CH2:16][CH2:17][C@H:18]([C:20]([OH:22])=[O:21])[NH:19][C:30](=[O:31])[CH:29]([C:23]1[CH:28]=[CH:27][CH:26]=[CH:25][CH:24]=1)[C:33]1[CH:38]=[CH:37][CH:36]=[CH:35][CH:34]=1)([O:6][CH2:7][C:8]1[CH:13]=[CH:12][CH:11]=[CH:10][CH:9]=1)=[O:5] |f:0.1,2.3|. Procedure: 1 N NaOH (75 mL) was added to a stirred suspension of (R)-N5 -(Cbz)-ornithine hydrochloride (7.5 g; 25 mmol) in THF (114 mL). Once the starting material had dissolved, diphenylacetyl chloride (6.7 g; 26.3 mmol) was added. The reaction was stirred for 3 h at room temperature, then made acidic with cold 1 N HCl and extracted with EtOAc (3×75 mL). The EtOAc extract was washed with brine, dried with Na2SO4, and concentrated to afford the crude product. Purification by flash chromatography on silica ...